describe an organic reaction: reactants, conditions, products, and yield From a dataset of the Open Reaction Database (ORD), a public repository of structured organic reaction records. Reactants: O=C([O-])[O-], COC(=O)C1CN(c2ccc(=O)[nH]n2)CC1c1ccc(Cl)cc1, CI, [Cs+], [Cs+], CN(C)C=O. Yields the product COC(=O)C1CN(c2ccc(=O)n(C)n2)CC1c1ccc(Cl)cc1. RXN SMILES: [C:24](=[O:25])([O-:26])[O-:27].[CH3:1][O:2][C:3](=[O:4])[CH:5]1[CH2:6][N:7]([c:17]2[n:18][nH:19][c:20](=[O:23])[cH:21][cH:22]2)[CH2:8][CH:9]1[c:10]1[cH:11][cH:12][c:13]([Cl:16])[cH:14][cH:15]1.[CH3:30][I:31].[Cs+:28].[Cs+:29].[O:32]=[CH:33][N:34]([CH3:35])[CH3:36]>>[CH3:1][O:2][C:3](=[O:4])[CH:5]1[CH2:6][N:7]([c:17]2[n:18][n:19]([CH3:24])[c:20](=[O:23])[cH:21][cH:22]2)[CH2:8][CH:9]1[c:10]1[cH:11][cH:12][c:13]([Cl:16])[cH:14][cH:15]1. Reactants: COC(=O)NC1CC(=O)OC1=O, Nc1cc(Cl)cc(Cl)c1, C1CCOC1. Product: COC(=O)NC1CC(=O)N(c2cc(Cl)cc(Cl)c2)C1=O. RXN SMILES: [CH3:1][O:2][C:3](=[O:4])[NH:5][CH:6]1[CH2:7][C:8](=[O:9])[O:10][C:11]1=[O:12].[NH2:13][c:14]1[cH:15][c:16]([Cl:17])[cH:18][c:19]([Cl:20])[cH:21]1.[O:22]1[CH2:23][CH2:24][CH2:25][CH2:26]1>>[CH3:1][O:2][C:3](=[O:4])[NH:5][CH:6]1[CH2:7][C:8](=[O:9])[N:13]([c:14]2[cH:15][c:16]([Cl:17])[cH:18][c:19]([Cl:20])[cH:21]2)[C:11]1=[O:12]. Reactants: FC1=CC(=C(C=C1)NC1=CC(=C(C=C1)C(=O)C1=C(C=CC(=C1)OCC1=CC=C(C=C1)OC)C)[N+](=O)[O-])C ((4-(4-Fluoro-2-methyl-phenylamino)-2-nitro-phenyl)-[5-(4-methoxy-benzyloxy)-2-methyl-phenyl]-methanone), C(=O)(C(F)(F)F)O (CF3COOH). Run in C(Cl)Cl (CH2Cl2). Conditions: time 2 hour. Yields the product FC1=CC(=C(C=C1)NC1=CC(=C(C=C1)C(=O)C1=C(C=CC(=C1)O)C)[N+](=O)[O-])C ([4-(4-Fluoro-2-methyl-phenylamino)-2-nitro-phenyl]-(5-hydroxy-2-methyl-phenyl)-methanone). RXN SMILES: [F:1][C:2]1[CH:7]=[CH:6][C:5]([NH:8][C:9]2[CH:14]=[CH:13][C:12]([C:15]([C:17]3[CH:22]=[C:21]([O:23]CC4C=CC(OC)=CC=4)[CH:20]=[CH:19][C:18]=3[CH3:33])=[O:16])=[C:11]([N+:34]([O-:36])=[O:35])[CH:10]=2)=[C:4]([CH3:37])[CH:3]=1.C(O)(C(F)(F)F)=O>C(Cl)Cl>[F:1][C:2]1[CH:7]=[CH:6][C:5]([NH:8][C:9]2[CH:14]=[CH:13][C:12]([C:15]([C:17]3[CH:22]=[C:21]([OH:23])[CH:20]=[CH:19][C:18]=3[CH3:33])=[O:16])=[C:11]([N+:34]([O-:36])=[O:35])[CH:10]=2)=[C:4]([CH3:37])[CH:3]=1. Reported procedure: Compound 298 (0.57 g, 1.14 mmol) was dissolved in CH2Cl2 (10 mL) and CF3COOH (10 mL) was added. The reaction mixture was stirred at room temperature for 2 h after which the solvent was concentrated. The solid was recrystallized from CH2Cl2. This gave the title compound as a solid. Reactants: CCOC(=O)C(F)(F)Br, CC(C)(c1cc(-c2cccc(-c3cncc(SCC[Si](C)(C)C)c3)c2)c2ncccc2c1)S(C)(=O)=O, CCOC(C)=O, CCOCC. The product is CCOC(=O)C(F)(F)Sc1cncc(-c2cccc(-c3cc(C(C)(C)S(C)(=O)=O)cc4cccnc34)c2)c1. Reaction SMILES: [CH2:37]([CH3:38])[O:39][C:40]([C:41]([F:42])([F:43])[Br:44])=[O:45].[CH3:1][S:2](=[O:3])(=[O:4])[C:5]([CH3:6])([CH3:7])[c:8]1[cH:9][c:10]2[cH:11][cH:12][cH:13][n:14][c:15]2[c:16](-[c:18]2[cH:19][c:20](-[c:24]3[cH:25][n:26][cH:27][c:28]([S:30][CH2:31][CH2:32][Si:33]([CH3:34])([CH3:35])[CH3:36])[cH:29]3)[cH:21][cH:22][cH:23]2)[cH:17]1.[CH3:46][CH2:47][O:48][C:49]([CH3:50])=[O:51].[CH3:52][CH2:53][O:54][CH2:55][CH3:56]>>[CH3:1][S:2](=[O:3])(=[O:4])[C:5]([CH3:6])([CH3:7])[c:8]1[cH:9][c:10]2[cH:11][cH:12][cH:13][n:14][c:15]2[c:16](-[c:18]2[cH:19][c:20](-[c:24]3[cH:25][n:26][cH:27][c:28]([S:30][C:41]([C:40]([O:39][CH2:37][CH3:38])=[O:45])([F:42])[F:43])[cH:29]3)[cH:21][cH:22][cH:23]2)[cH:17]1. The reactants are O=C(c1ncc[nH]1)c1ncc[nH]1, COc1ccc(C(=O)O)cc1OC, Cc1ccc(C)n1CCN, C1COCCO1. Yields the product COc1ccc(C(=O)NCCn2c(C)ccc2C)cc1OC. RXN SMILES: [C:14]([c:15]1[nH:16][cH:17][cH:18][n:19]1)([c:20]1[nH:21][cH:22][cH:23][n:24]1)=[O:25].[CH3:1][O:2][c:3]1[cH:4][cH:5][c:6]([C:11]([OH:12])=[O:13])[cH:7][c:8]1[O:9][CH3:10].[NH2:26][CH2:27][CH2:28][n:29]1[c:30]([CH3:35])[cH:31][cH:32][c:33]1[CH3:34].[O:36]1[CH2:37][CH2:38][O:39][CH2:40][CH2:41]1>>[CH3:1][O:2][c:3]1[cH:4][cH:5][c:6]([C:11](=[O:13])[NH:26][CH2:27][CH2:28][n:29]2[c:30]([CH3:35])[cH:31][cH:32][c:33]2[CH3:34])[cH:7][c:8]1[O:9][CH3:10]. The reactants are ClC1=CC=C(CNC(=O)C=2C=NC3=C(C=C(C=C3C2O)C#CCCO)F)C=C1 (N-(4-Chlorobenzyl)-8-fluoro-4-hydroxy-6-(4-hydroxy-1-butynyl)-3-quinolinecarboxamide), N1=CC=CC=C1 (pyridine), C(Cl)Cl (CH2Cl2). Reagents/catalysts: [Pd] (Pd/C), [Pd] (Pd/C). Run in CO (MeOH). Reaction conditions: time 3 hour. Product: ClC1=CC=C(CNC(=O)C=2C=NC3=C(C=C(C=C3C2O)\C=C/CCO)F)C=C1 (N-(4-Chlorobenzyl)-8-fluoro-4-hydroxy-6-[(Z)-4-hydroxy-1-butenyl]-3-quinolinecarboxamide). Isolated yield 55.2%. As a reaction SMILES: [Cl:1][C:2]1[CH:28]=[CH:27][C:5]([CH2:6][NH:7][C:8]([C:10]2[CH:11]=[N:12][C:13]3[C:18]([C:19]=2[OH:20])=[CH:17][C:16]([C:21]#[C:22][CH2:23][CH2:24][OH:25])=[CH:15][C:14]=3[F:26])=[O:9])=[CH:4][CH:3]=1.N1C=CC=CC=1.C(Cl)Cl>[Pd].CO>[Cl:1][C:2]1[CH:3]=[CH:4][C:5]([CH2:6][NH:7][C:8]([C:10]2[CH:11]=[N:12][C:13]3[C:18]([C:19]=2[OH:20])=[CH:17][C:16](/[CH:21]=[CH:22]\[CH2:23][CH2:24][OH:25])=[CH:15][C:14]=3[F:26])=[O:9])=[CH:27][CH:28]=1. Reported procedure: A solution of the title compound of Example 94 (0.393 g), pyridine (3 mL), and Pd/C (10%, 80.0 mg) in 3:1 CH2Cl2 :MeOH is maintained under an atmosphere of H2 (balloon) for 3 hrs. More Pd/C (10%, 40 mg) is added and the reaction mixture is placed under the Parr hydrogenator at 25 psi H2 for an additional 3 hrs. The reaction mixture is filtered over celite. The filtrate is condensed and then placed under high vac to remove residual pyridine. The crude product is recrystallized with EtOAc/hexanes ... The reactants are C(C)(C)(C)N1N=CC(=C(C1=O)Cl)Cl (2-t-butyl-4,5-dichloro-3(2H)-pyridazinone), [Mg] (magnesium), CI (methyl iodide), CI (methyl iodide), Cl (hydrochloric acid), Grignard reagent, CI (methyl iodide), Grignard reagent, [Mg] (magnesium). Solvent: C1(=CC=CC=C1)C (toluene), O1CCCC1 (tetrahydrofuran), ice water, C1(=CC=CC=C1)C (toluene). Product: C(C)(C)(C)N1N=CC(=C(C1=O)C)Cl (2-t-butyl-5-chloro-4-methyl-3(2H)-pyridazinone). RXN SMILES: [Mg].[CH3:2]I.[C:4]([N:8]1[C:13](=[O:14])[C:12](Cl)=[C:11]([Cl:16])[CH:10]=[N:9]1)([CH3:7])([CH3:6])[CH3:5].Cl>O1CCCC1.C1(C)C=CC=CC=1>[C:4]([N:8]1[C:13](=[O:14])[C:12]([CH3:2])=[C:11]([Cl:16])[CH:10]=[N:9]1)([CH3:7])([CH3:6])[CH3:5]. Reported procedure: To a solution of 6.0 g (0.25 mol) of magnesium in 50 ml of dry tetrahydrofuran was added dropwise under stream of nitrogen 35.5 g (0.25 mol) of methyl iodide to prepare a Grignard reagent. After dropwise addition of the methyl iodide, 1000 ml of dry toluene was added thereto. The resulting solution was heated at 60° to 70° C. and additional methyl iodide was added thereto until the magnesium completely disappeared. The Grignard reagent was cooled to room temperature and then added dropwise over ... The reactants are O (water), FC(C(C(C(F)(F)F)(F)F)(F)F)(S(=O)(=O)F)F (perfluorobutane-1-sulfonic acid fluoride), O[C@H]1[C@@H]2[C@H]3CCC(C=C3C[C@H]([C@H]2[C@@H]2CCC([C@@]2(C)C1)=O)C)=O (11α-hydroxy-7α-methyl-estr-4-ene-3,17-dione), Cl (hydrochloric acid). Solvent: C1(=CC=CC=C1)C (toluene), N12CCCCCC2=NCCC1 (1,8-diazabicyclo[5,4,0]undec-7-ene). Conditions: time 1 hour. The product is F[C@@H]1[C@@H]2[C@H]3CCC(C=C3C[C@H]([C@H]2[C@@H]2CCC([C@@]2(C)C1)=O)C)=O (11β-fluoro-7α-methyl-estr-4-ene-3,17-dione). RXN SMILES: F[C:2]([F:17])(S(F)(=O)=O)[C:3](F)(F)[C:4](F)(F)[C:5](F)(F)F.O[C@@H]1C[C@@]2(C)[C@@H:30]([CH2:31][CH2:32][C:33]2=[O:37])[C@H:29]2[C@H:20]1[C@@H:21]1[C:26]([CH2:27][C@H:28]2[CH3:38])=[CH:25][C:24](=[O:39])[CH2:23][CH2:22]1.Cl.O>C1(C)C=CC=CC=1.N12CCCN=C1CCCCC2>[F:17][C@H:2]1[CH2:3][C@@:4]2([CH3:5])[C@@H:30]([CH2:31][CH2:32][C:33]2=[O:37])[C@H:29]2[C@H:20]1[C@@H:21]1[C:26]([CH2:27][C@H:28]2[CH3:38])=[CH:25][C:24](=[O:39])[CH2:23][CH2:22]1. Procedure details: 11.5 ml of perfluorobutane-1-sulfonic acid fluoride was added in drops at 0° C. to a solution of 13.08 g of 11α-hydroxy-7α-methyl-estr-4-ene-3,17-dione (produced by means of microbiological synthesis according to the invention [Part A]) in 250 ml of toluene and 18.2 ml of 1,8-diazabicyclo[5,4,0]undec-7-ene. After 1 hour, it was neutralized with 2 M hydrochloric acid, added to water, extracted four times with ethyl acetate, washed with saturated sodium chloride solution, dried and concentrated by...